From a dataset of the Open Reaction Database (ORD), a public repository of structured organic reaction records. describe an organic reaction: reactants, conditions, products, and yield Reactants: B(Br)(Br)Br (boron tribromide), 14.6, COC1=CC=C(C=C1)N1CCN(CC1)C1=CC=C(C=C1)N1C(N(C=C1)C)=O (1,3-dihydro-1-[4-[4-(4-methoxyphenyl)-1-piperazinyl]phenyl]-3-methyl-2H-imidazol-2-one), 200, O (water), [OH-].[NH4+] (ammonium hydroxide). Solvent: ClCCl (dichloromethane), ClCCl (dichloromethane), CO (methanol). Reaction conditions: time 5 day. The product is OC1=CC=C(C=C1)N1CCN(CC1)C1=CC=C(C=C1)N1C(N(C=C1)C)=O (1,3-dihydro-1-[4-[4-(4-hydroxyphenyl)-1-piperazinyl]phenyl]-3-methyl-2H-imidazol-2-one). Yield: 68.5%. As a reaction SMILES: B(Br)(Br)Br.C[O:6][C:7]1[CH:12]=[CH:11][C:10]([N:13]2[CH2:18][CH2:17][N:16]([C:19]3[CH:24]=[CH:23][C:22]([N:25]4[CH:29]=[CH:28][N:27]([CH3:30])[C:26]4=[O:31])=[CH:21][CH:20]=3)[CH2:15][CH2:14]2)=[CH:9][CH:8]=1.O.[OH-].[NH4+]>ClCCl.CO>[OH:6][C:7]1[CH:8]=[CH:9][C:10]([N:13]2[CH2:14][CH2:15][N:16]([C:19]3[CH:20]=[CH:21][C:22]([N:25]4[CH:29]=[CH:28][N:27]([CH3:30])[C:26]4=[O:31])=[CH:23][CH:24]=3)[CH2:17][CH2:18]2)=[CH:11][CH:12]=1 |f:3.4|. Reported procedure: To a stirred and cooled (ice-bath) amount of 200 ml of a boron tribromide solution in dichloromethane 1M was added dropwise a solution of 14.6 parts of 1,3-dihydro-1-[4-[4-(4-methoxyphenyl)-1-piperazinyl]phenyl]-3-methyl-2H-imidazol-2-one in 665 parts of dichloromethane. Stirring was continued for 5 days at room temperature and then the reaction mixture was poured into a mixture of 200 parts of water, 158 parts of methanol and 180 parts of ammonium hydroxide. After stirring for 1 hour, the preci... Reactants: C=CCC(c1ccc2c(cnn2-c2ccc(F)cc2)c1)C(C)(C)CNC(=O)NC(C)(C)C, C1CCOC1, B1C2CCCC1CCC2, [Na+], [OH-], O, OO. Product: CC(C)(C)NC(=O)NCC(C)(C)C(CCCO)c1ccc2c(cnn2-c2ccc(F)cc2)c1. As a reaction SMILES: [C:1]([CH3:2])([CH3:3])([CH3:4])[NH:5][C:6](=[O:7])[NH:8][CH2:9][C:10]([CH:11]([CH2:12][CH:13]=[CH2:14])[c:15]1[cH:16][c:17]2[cH:18][n:19][n:20](-[c:24]3[cH:25][cH:26][c:27]([F:30])[cH:28][cH:29]3)[c:21]2[cH:22][cH:23]1)([CH3:31])[CH3:32].[CH2:46]1[O:47][CH2:48][CH2:49][CH2:50]1.[CH:33]12[CH2:34][CH2:35][CH2:36][CH:37]([BH:38]1)[CH2:39][CH2:40][CH2:41]2.[Na+:43].[OH-:42].[OH2:51].[OH:44][OH:45]>>[C:1]([CH3:2])([CH3:3])([CH3:4])[NH:5][C:6](=[O:7])[NH:8][CH2:9][C:10]([CH:11]([CH2:12][CH2:13][CH2:14][OH:42])[c:15]1[cH:16][c:17]2[cH:18][n:19][n:20](-[c:24]3[cH:25][cH:26][c:27]([F:30])[cH:28][cH:29]3)[c:21]2[cH:22][cH:23]1)([CH3:31])[CH3:32]. The reactants are C(C)(=O)N[C@@H]1[C@H]([C@H](OC)O[C@@H]([C@@H]1O)CO)O (methyl 3-acetamido-3-deoxy-β-D-galactopyranoside), C(C1=CC=CC=C1)Br (benzyl bromide), [O-2].[Ba+2] (barium oxide), [OH-].[Ba+2].[OH-] (barium hydroxide). The solvent is CN(C)C=O (DMF). The product is C(C)(=O)N[C@@H]1[C@H]([C@H](OC)O[C@@H]([C@@H]1OCC1=CC=CC=C1)COCC1=CC=CC=C1)OCC1=CC=CC=C1 (methyl 3-acetamido-3-deoxy-2,4,6-tri-O-benzyl-β-D-galactopyranoside). RXN SMILES: [C:1]([NH:4][C@H:5]1[C@@H:12]([OH:13])[C@@H:11]([CH2:14][OH:15])[O:10][C@@H:7]([O:8][CH3:9])[C@@H:6]1[OH:16])(=[O:3])[CH3:2].[O-2].[Ba+2].[OH-].[Ba+2].[OH-].[CH2:22](Br)[C:23]1[CH:28]=[CH:27][CH:26]=[CH:25][CH:24]=1>CN(C=O)C>[C:1]([NH:4][C@H:5]1[C@@H:12]([O:13][CH2:22][C:23]2[CH:28]=[CH:27][CH:26]=[CH:25][CH:24]=2)[C@@H:11]([CH2:14][O:15][CH2:22][C:23]2[CH:28]=[CH:27][CH:26]=[CH:25][CH:24]=2)[O:10][C@@H:7]([O:8][CH3:9])[C@@H:6]1[O:16][CH2:22][C:23]1[CH:28]=[CH:27][CH:26]=[CH:25][CH:24]=1)(=[O:3])[CH3:2] |f:1.2,3.4.5|. Procedure: Dissolve 15 g. of methyl 3-acetamido-3-deoxy-β-D-galactopyranoside in DMF (300 ml.). To the solution add barium oxide (111 g.) and barium hydroxide (51 g.) and cool to 0°. With rapid stirring add benzyl bromide (150 ml.) dropwise. Allow the mixture to stir for a further 4 hours at 0° and then 16 hours at room temperature. Dilute the reaction mixture with 750 ml. of chloroform and filter. Concentrate the filtrate at 60° in vacuo to a yellow syrup, and extract this syrup with 500 ml of ethyl aceta... Reactants: CN1CCCC1=O, Fc1ccnc(Cl)c1, Cl, Nc1ccc(O)c2ccccc12, O. Product: Nc1ccc(Oc2ccnc(Cl)c2)c2ccccc12. RXN SMILES: [CH3:22][N:23]1[CH2:24][CH2:25][CH2:26][C:27]1=[O:28].[Cl:1][c:2]1[n:3][cH:4][cH:5][c:6]([F:8])[cH:7]1.[ClH:9].[NH2:10][c:11]1[cH:12][cH:13][c:14]([OH:21])[c:15]2[cH:16][cH:17][cH:18][cH:19][c:20]12.[OH2:29]>>[Cl:1][c:2]1[n:3][cH:4][cH:5][c:6]([O:21][c:14]2[cH:13][cH:12][c:11]([NH2:10])[c:20]3[c:15]2[cH:16][cH:17][cH:18][cH:19]3)[cH:7]1. The reactants are BrC1=CC=C(OC2=CC=C(C=C2)O)C=C1 (4-(4-Bromo-phenoxy)-phenol), CC1(OB(OC1(C)C)C1=CC=NN1COCC[Si](C)(C)C)C (5-(4,4,5,5-Tetramethyl-[1,3,2]dioxaborolan-2-yl)-1-(2-trimethylsilanyl-ethoxymethyl)-1H-pyrazole), O.CCOC(=O)C (water EtOAc). Reagents/catalysts: C=1C=CC(=CC1)[P](C=2C=CC=CC2)(C=3C=CC=CC3)[Pd]([P](C=4C=CC=CC4)(C=5C=CC=CC5)C=6C=CC=CC6)([P](C=7C=CC=CC7)(C=8C=CC=CC8)C=9C=CC=CC9)[P](C=1C=CC=CC1)(C=1C=CC=CC1)C=1C=CC=CC1 (Tetrakis(triphenylphosphine)palladium(0)). Run in COCCOC (DME), C(=O)([O-])[O-].[Na+].[Na+] (Na2CO3). Conditions: temperature 100 celsius, time 16 hour. The product is C[Si](CCOCN1N=CC=C1C1=CC=C(OC2=CC=C(C=C2)O)C=C1)(C)C (4-{4-[2-(2-Trimethylsilanyl-ethoxymethyl)-2H-pyrazol-3-yl]-phenoxy}-phenol). Reaction SMILES: Br[C:2]1[CH:15]=[CH:14][C:5]([O:6][C:7]2[CH:12]=[CH:11][C:10]([OH:13])=[CH:9][CH:8]=2)=[CH:4][CH:3]=1.CC1(C)C(C)(C)OB([C:24]2[N:28]([CH2:29][O:30][CH2:31][CH2:32][Si:33]([CH3:36])([CH3:35])[CH3:34])[N:27]=[CH:26][CH:25]=2)O1.O.CCOC(C)=O>COCCOC.C([O-])([O-])=O.[Na+].[Na+].C1C=CC([P]([Pd]([P](C2C=CC=CC=2)(C2C=CC=CC=2)C2C=CC=CC=2)([P](C2C=CC=CC=2)(C2C=CC=CC=2)C2C=CC=CC=2)[P](C2C=CC=CC=2)(C2C=CC=CC=2)C2C=CC=CC=2)(C2C=CC=CC=2)C2C=CC=CC=2)=CC=1>[CH3:34][Si:33]([CH3:36])([CH3:35])[CH2:32][CH2:31][O:30][CH2:29][N:28]1[C:24]([C:2]2[CH:15]=[CH:14][C:5]([O:6][C:7]3[CH:12]=[CH:11][C:10]([OH:13])=[CH:9][CH:8]=3)=[CH:4][CH:3]=2)=[CH:25][CH:26]=[N:27]1 |f:2.3,5.6.7,^1:60,62,81,100|. Procedure: A suspension of 4-(4-Bromo-phenoxy)-phenol (7.0 g, 26 mmol), and 5-(4,4,5,5-Tetramethyl-[1,3,2]dioxaborolan-2-yl)-1-(2-trimethylsilanyl-ethoxymethyl)-1H-pyrazole (9.4 g, 39 mmol) in a mixture of DME (120 mL) and 2N aqueous Na2CO3 (33 mL) is sparged with Argon for 30 minutes. Tetrakis(triphenylphosphine)palladium(0) (1.5 g, 1.3 mmol) is added to the mixture, and the mixture is heated to 100° C. After 16 hours, the mixture is cooled to room temperature and poured into water/EtOAc. The organic laye... Starting materials: C(=O)(N1C=NC=C1)N1C=NC=C1 (1,1′-carbonyldiimidazole), C(C=C)OC1=C(C=C(C(=C1)OCC=C)CC#CC)C(NC1=CC=C(C=C1)N1CCOCC1)=NN (2,4-bis-allyloxy-5 (but-2-ynyl)-N-[4-(morpholin-4-yl)-phenyl]-benzene-carbohydrazonamide), O1CCCC1 (tetrahydrofuran), C([O-])([O-])=O.[Na+].[Na+] (sodium carbonate). Run at time 1.5 hour. Yields the product C(C=C)OC1=C(C=C(C(=C1)OCC=C)CC#CC)C=1N(C(NN1)=O)C1=CC=C(C=C1)CN1CCOCC1 (5-[2,4-bis-allyloxy 5-(but-2-ynyl)-phenyl]-4-[4-(morpholin-4-ylmethyl)-phenyl]-2,4-dihydro-[1,2,4]triazol-3-one). As a reaction SMILES: [CH2:1]([O:4][C:5]1[CH:10]=[C:9]([O:11][CH2:12][CH:13]=[CH2:14])[C:8]([CH2:15][C:16]#[C:17][CH3:18])=[CH:7][C:6]=1[C:19](=[N:33][NH2:34])[NH:20][C:21]1[CH:26]=[CH:25][C:24](N2CCOCC2)=[CH:23][CH:22]=1)[CH:2]=[CH2:3].[C:35]([N:42]1[CH:46]=[CH:45]N=[CH:43]1)(N1C=CN=C1)=O.[C:47](=[O:50])([O-])[O-].[Na+].[Na+].[O:53]1CCC[CH2:54]1>>[CH2:1]([O:4][C:5]1[CH:10]=[C:9]([O:11][CH2:12][CH:13]=[CH2:14])[C:8]([CH2:15][C:16]#[C:17][CH3:18])=[CH:7][C:6]=1[C:19]1[N:20]([C:21]2[CH:26]=[CH:25][C:24]([CH2:35][N:42]3[CH2:46][CH2:45][O:50][CH2:47][CH2:43]3)=[CH:23][CH:22]=2)[C:54](=[O:53])[NH:34][N:33]=1)[CH:2]=[CH2:3] |f:2.3.4|. Procedure details: Crude 2,4-bis-allyloxy-5 (but-2-ynyl)-N-[4-(morpholin-4-yl)-phenyl]-benzene-carbohydrazonamide (F470-IM11: 243 mg) was dissolved in anhydrous tetrahydrofuran (5 mL) and mixed with 1,1′-carbonyldiimidazole (121 mg, 0.75 mmol), and the mixture was stirred for 1.5 hours. The reaction mixture was mixed with saturated sodium carbonate solution (15 mL) and extracted twice with ethyl acetate (30 mL). The organic layer was washed with saturated sodium chloride solution, dried over anhydrous sodium sulfa... Reactants: O (water), ClCCOC1=C(C=CC=C1)[N+](=O)[O-] (1-(2-Chloro-ethoxy)-2-nitro-benzene), FC=1C=CC(=C(C1)O)[N+](=O)[O-] (5-fluoro-2-nitro-phenol), C([O-])([O-])=O.[K+].[K+] (potassium carbonate). The solvent is CN(C)C=O (DMF). Conditions: temperature 100 celsius, time 19 hour. Yields the product FC1=CC(=C(C=C1)[N+](=O)[O-])OCCOC1=C(C=CC=C1)[N+](=O)[O-] (4-Fluoro-1-nitro-2-(2-(2-nitro-phenoxy)-ethoxy)-benzene). Reaction SMILES: Cl[CH2:2][CH2:3][O:4][C:5]1[CH:10]=[CH:9][CH:8]=[CH:7][C:6]=1[N+:11]([O-:13])=[O:12].[F:14][C:15]1[CH:16]=[CH:17][C:18]([N+:22]([O-:24])=[O:23])=[C:19]([OH:21])[CH:20]=1.C(=O)([O-])[O-].[K+].[K+].O>CN(C=O)C>[F:14][C:15]1[CH:16]=[CH:17][C:18]([N+:22]([O-:24])=[O:23])=[C:19]([O:21][CH2:2][CH2:3][O:4][C:5]2[CH:10]=[CH:9][CH:8]=[CH:7][C:6]=2[N+:11]([O-:13])=[O:12])[CH:20]=1 |f:2.3.4|. Procedure details: 1-(2-Chloro-ethoxy)-2-nitro-benzene (10 g) and 5-fluoro-2-nitro-phenol (7.86 g) were dissolved in 50 ml DMF and was stirred for 19 h at 90-110° C. after careful addition of 13.82 g potassium carbonate. The reaction mixture was poured in a mixture of crushed ice and water (500 ml) which was vigorously stirred. The residue was filtered off, washed several times with water and dried. The crude product was suspended in methanol and the pale yellow residue was again filtered off, washed with methanol... Reactants: N1C[C@H](CC1)O ((S)-pyrrolidin-3-ol), C(C)(C)(C)OC(=O)N1CC(C1)=O (3-oxoazetidine-1-carboxylic acid tert-butyl ester), C(C)(=O)O[BH-](OC(C)=O)OC(C)=O.[Na+] (sodium triacetoxyborohydride). Solvent: ClCCCl (DCE). Yields the product C(C)(C)(C)OC(=O)N1CC(C1)N1C[C@H](CC1)O (3-((S)-3-Hydroxypyrrolidin-1-yl)azetidine-1-carboxylic acid tert-butyl ester). The yield is 53.6%. RXN SMILES: [NH:1]1[CH2:5][CH2:4][C@H:3]([OH:6])[CH2:2]1.[C:7]([O:11][C:12]([N:14]1[CH2:17][C:16](=O)[CH2:15]1)=[O:13])([CH3:10])([CH3:9])[CH3:8].C(O[BH-](OC(=O)C)OC(=O)C)(=O)C.[Na+]>ClCCCl>[C:7]([O:11][C:12]([N:14]1[CH2:17][CH:16]([N:1]2[CH2:5][CH2:4][C@H:3]([OH:6])[CH2:2]2)[CH2:15]1)=[O:13])([CH3:10])([CH3:8])[CH3:9] |f:2.3|. Reported procedure: A mixture of (S)-pyrrolidin-3-ol (261 mg, 3.0 mmol), 3-oxoazetidine-1-carboxylic acid tert-butyl ester (513 mg, 3.0 mmol) and 4 Å powdered molecular sieves (1.0 g) in DCE (10 mL) was stirred at room temperature for 6 h before the addition of sodium triacetoxyborohydride (1.27 g, 6.0 mmol). The reaction mixture was filtered through celite, washing with DCM. The filtrate was concentrated in vacuo and the resulting residue was purified by column chromatography (Si—PCC, Acetone:DCM, 0-40%) affording... The reactants are NC1=CC=C(C(=O)OC)C=C1 (methyl 4-aminobenzoate), N(=O)[O-].[Na+] (sodium nitrite), stannous chloride. Isolated yield 93853.6%. Solvent: Cl (HCl). Product: N(N)C1=CC=C(C(=O)OC)C=C1 (methyl 4-hydrazinylbenzoate). Procedure details: To a cold solution of methyl 4-aminobenzoate (15.0 g, 0.099 mol) in conc. HCl was added aq. solution of sodium nitrite (7.5 g, 0.109 mmol) at 0-5° C. The reaction mass was stirred at RT for 1-2 h. The reaction mass was cooled to 0° C. and stannous chloride (0.049 g, 0.210 mmol) was added and further stirred at RT for 2-3 h. The reaction mass was filtered to afford 17.0 g of desired product. 1H NMR (300 MHz, DMSO d6): δ 3.77 (s, 3H), 7.03 (d, J=8.4 Hz, 2H), 7.82 (d, J=8.4 Hz, 2H), 10.69 (br s, 2H... RXN SMILES: [NH2:1][C:2]1[CH:11]=[CH:10][C:5]([C:6]([O:8][CH3:9])=[O:7])=[CH:4][CH:3]=1.[N:12]([O-])=O.[Na+]>Cl>[NH:1]([C:2]1[CH:3]=[CH:4][C:5]([C:6]([O:8][CH3:9])=[O:7])=[CH:10][CH:11]=1)[NH2:12] |f:1.2|. Reaction conditions: time 1.5 hour. Reactants: COC1=C(N)C=CC(=C1)OC (2,4-dimethoxyaniline), ClC=1C=C(C(=O)O)C=CC1OC (3-chloro-4-methoxybenzoic acid). The product is ClC=1C=C(C=CC1O)C=1OC2=C(N1)C=CC(=C2)O (2-(3-Chloro-4-hydroxyphenyl)-1,3-benzoxazol-6-ol). As a reaction SMILES: [CH3:1][O:2][C:3]1[CH:9]=[C:8]([O:10]C)[CH:7]=[CH:6][C:4]=1[NH2:5].[Cl:12][C:13]1[CH:14]=[C:15]([CH:19]=[CH:20][C:21]=1[O:22]C)C(O)=O>>[Cl:12][C:13]1[CH:14]=[C:15]([C:1]2[O:2][C:3]3[CH:9]=[C:8]([OH:10])[CH:7]=[CH:6][C:4]=3[N:5]=2)[CH:19]=[CH:20][C:21]=1[OH:22]. Procedure details: The title compound was prepared in substantially the same manner as described in Example 1, from 2,4-dimethoxyaniline, and 3-chloro-4-methoxybenzoic acid and was obtained as an off-white solid, m.p. 254-256° C.; MS m/e 262 (M+H)+.